Dataset: the Open Reaction Database (ORD), a public repository of structured organic reaction records. Task: describe an organic reaction: reactants, conditions, products, and yield The reactants are CCOC(=O)c1ccnc(NC(=O)NC(C)C)c1, CO, [Na+], [OH-]. The product is CC(C)NC(=O)Nc1cc(C(=O)O)ccn1. RXN SMILES: [CH2:1]([CH3:2])[O:3][C:4]([c:5]1[cH:6][c:7]([NH:11][C:12](=[O:13])[NH:14][CH:15]([CH3:16])[CH3:17])[n:8][cH:9][cH:10]1)=[O:18].[CH3:21][OH:22].[Na+:20].[OH-:19]>>[O:3]=[C:4]([c:5]1[cH:6][c:7]([NH:11][C:12](=[O:13])[NH:14][CH:15]([CH3:16])[CH3:17])[n:8][cH:9][cH:10]1)[OH:18]. The reactants are COC=1C=CC2=C(SC(=C2C(C2=CC=C(C=C2)OCC2N(CCCC2)C)=O)C2=CC=C(C=C2)OC)C1 (6-Methoxy-2-(4-methoxyphenyl)-3-(4-[(1-methylpiperidin-2-yl)methoxy]benzoyl)benzo[b]thiophene), C(C)S (ethane thiol), [Cl-].[Al+3].[Cl-].[Cl-] (aluminum chloride). Product: OC=1C=CC2=C(SC(=C2C(C2=CC=C(C=C2)OCC2N(CCCC2)C)=O)C2=CC=C(C=C2)O)C1 (6-Hydroxy-2-(4-Hydroxyphenyl)-3-(4-[(1-Methylpiperidin-2-yl)methoxy]benzoyl)benzo[b]thiophene). The yield is 60.9%. As a reaction SMILES: C[O:2][C:3]1[CH:4]=[CH:5][C:6]2[C:10]([C:11](=[O:27])[C:12]3[CH:17]=[CH:16][C:15]([O:18][CH2:19][CH:20]4[CH2:25][CH2:24][CH2:23][CH2:22][N:21]4[CH3:26])=[CH:14][CH:13]=3)=[C:9]([C:28]3[CH:33]=[CH:32][C:31]([O:34]C)=[CH:30][CH:29]=3)[S:8][C:7]=2[CH:36]=1.C(S)C.[Cl-].[Al+3].[Cl-].[Cl-]>>[OH:2][C:3]1[CH:4]=[CH:5][C:6]2[C:10]([C:11](=[O:27])[C:12]3[CH:13]=[CH:14][C:15]([O:18][CH2:19][CH:20]4[CH2:25][CH2:24][CH2:23][CH2:22][N:21]4[CH3:26])=[CH:16][CH:17]=3)=[C:9]([C:28]3[CH:29]=[CH:30][C:31]([OH:34])=[CH:32][CH:33]=3)[S:8][C:7]=2[CH:36]=1 |f:2.3.4.5|. Procedure: 6-Methoxy-2-(4-methoxyphenyl)-3-(4-[(1-methylpiperidin-2-yl)methoxy]benzoyl)benzo[b]thiophene (339 mg, 0.676 mmol), ethane thiol (8.75 mmol), and aluminum chloride (541 mg, 4.06 mmol) were converted to 195 mg (61%) of the title compound by the procedure of Example 16. MS(FD) 473(M+). IR (CHCl3) ν max 3414, 3179, 1605, 1468, 1261, 1170. The reactants are NC1=C(C(=NN1C(CCC)CCCCCC)CC)C(=O)N (5-amino-3-ethyl-1-(4-decyl)-1H-pyrazole-4-carboxamide), BrC1=CC=C(C=C1)CC(=O)OC (methyl 4-bromophenylacetate), [O-]CC.[Na+] (sodium ethoxide), C(O)([O-])=O.[Na+] (sodium hydrogen carbonate). Run in ClCCl (dichloromethane). Product: BrC1=CC=C(CC=2NC(C3=C(N2)N(N=C3CC)C(CCC)CCCCCC)=O)C=C1 (6-(4-Bromo-benzyl)-1-(4-decyl)-3-ethyl-1,5-dihydro-pyrazolo[3,4-d]pyrimidin-4-one). Yield: 43.5%. As a reaction SMILES: [NH2:1][C:2]1[N:6]([CH:7]([CH2:11][CH2:12][CH2:13][CH2:14][CH2:15][CH3:16])[CH2:8][CH2:9][CH3:10])[N:5]=[C:4]([CH2:17][CH3:18])[C:3]=1[C:19]([NH2:21])=[O:20].[Br:22][C:23]1[CH:28]=[CH:27][C:26]([CH2:29][C:30](OC)=O)=[CH:25][CH:24]=1.[O-]CC.[Na+].C(=O)([O-])O.[Na+]>ClCCl>[Br:22][C:23]1[CH:28]=[CH:27][C:26]([CH2:29][C:30]2[NH:21][C:19](=[O:20])[C:3]3[C:4]([CH2:17][CH3:18])=[N:5][N:6]([CH:7]([CH2:11][CH2:12][CH2:13][CH2:14][CH2:15][CH3:16])[CH2:8][CH2:9][CH3:10])[C:2]=3[N:1]=2)=[CH:25][CH:24]=1 |f:2.3,4.5|. Procedure: 10 mg (0.034 mmol) of 5-amino-3-ethyl-1-(4-decyl)-1H-pyrazole-4-carboxamide and 20 mg (0.087 mmol) of methyl 4-bromophenylacetate are refluxed for 6 hours in 0.3 ml of a 0.5M ethanolic sodium ethoxide solution. After dichloromethane and saturated aqueous sodium hydrogen carbonate solution have been added, the phases are separated. Purification by chromatography gives 7 mg (67%) of a solid, Rf=0.69 (dichloromethane/methanol=15:1).